This data is from the Open Reaction Database (ORD), a public repository of structured organic reaction records. The task is: describe an organic reaction: reactants, conditions, products, and yield Reactants: COC=1C=C2C(=C(C(NC2=CC1OC)=O)C(=O)OCC)C1=CC(=C(C=C1)OC)OC (ethyl 6,7-dimethoxy-4-(3,4-dimethoxyphenyl)-2(1H)-quinolone-3-carboxylate), COC=1C=CC(=CC1)P2(=S)SP(=S)(S2)C=3C=CC(=CC3)OC (Lawesson's reagent). Solvent: C1(=CC=CC=C1)C (toluene). The product is COC=1C=C2C(=C(C(=NC2=CC1OC)S)C(=O)OCC)C1=CC(=C(C=C1)OC)OC (ethyl 6,7-dimethoxy-4-(3,4-dimethoxyphenyl)-2-mercaptoquinoline-3-carboxylate). Isolated yield 70.8%. Reaction SMILES: [CH3:1][O:2][C:3]1[CH:4]=[C:5]2[C:10](=[CH:11][C:12]=1[O:13][CH3:14])[NH:9][C:8](=O)[C:7]([C:16]([O:18][CH2:19][CH3:20])=[O:17])=[C:6]2[C:21]1[CH:26]=[CH:25][C:24]([O:27][CH3:28])=[C:23]([O:29][CH3:30])[CH:22]=1.COC1C=CC(P2(SP(C3C=CC(OC)=CC=3)(=S)S2)=[S:40])=CC=1>C1(C)C=CC=CC=1>[CH3:1][O:2][C:3]1[CH:4]=[C:5]2[C:10](=[CH:11][C:12]=1[O:13][CH3:14])[N:9]=[C:8]([SH:40])[C:7]([C:16]([O:18][CH2:19][CH3:20])=[O:17])=[C:6]2[C:21]1[CH:26]=[CH:25][C:24]([O:27][CH3:28])=[C:23]([O:29][CH3:30])[CH:22]=1. Reported procedure: A mixture of ethyl 6,7-dimethoxy-4-(3,4-dimethoxyphenyl)-2(1H)-quinolone-3-carboxylate (6.8 g), Lawesson's reagent (8.0 g) and toluene (250 ml) was stirred under reflux for 18 hours. After cooling, the precipitated crystals were collected by filtration to give ethyl 6,7-dimethoxy-4-(3,4-dimethoxyphenyl)-2-mercaptoquinoline-3-carboxylate (5.0 g, 70%) which was then recrystallized from acetone. mp. 265°-266° C.